This data is from the Open Reaction Database (ORD), a public repository of structured organic reaction records. The task is: describe an organic reaction: reactants, conditions, products, and yield The reactants are N1N=CC2=CC(=CC=C12)NC1(CCC1)COS(=O)(=O)C (methanesulfonic acid 1-(1H-indazol-5-ylamino)-cyclobutylmethyl ester), N (NH3). The solvent is CO (methanol). The product is NCC1(CCC1)NC=1C=C2C=NNC2=CC1 ((1-aminomethyl-cyclobutyl)-(1H-indazol-5-yl)-amine). The yield is 39.0%. Reaction SMILES: [NH:1]1[C:9]2[C:4](=[CH:5][C:6]([NH:10][C:11]3([CH2:15]OS(C)(=O)=O)[CH2:14][CH2:13][CH2:12]3)=[CH:7][CH:8]=2)[CH:3]=[N:2]1.[NH3:21]>CO>[NH2:21][CH2:15][C:11]1([NH:10][C:6]2[CH:5]=[C:4]3[C:9](=[CH:8][CH:7]=2)[NH:1][N:2]=[CH:3]3)[CH2:14][CH2:13][CH2:12]1. Reported procedure: A solution of methanesulfonic acid 1-(1H-indazol-5-ylamino)-cyclobutylmethyl ester (1.31 g, ca. 3.18 mmol) in 7N NH3 in methanol (40 mL) was heated at 75° C. in a sealed tube. After 14 hours the reaction mixture was cooled to ambient temperature, concentrated in vacuo to a gum, then purified by chromatography (silica, 0 to 20% of a 9:1 MeOH:NH4OH solution in DCM) to furnish (1-aminomethyl-cyclobutyl)-(1H-indazol-5-yl)-amine (0.266 g, 1.23 mmol, 39%) as a foam. Reactants: ClC1=NC(=C(C=C1)C(F)(F)F)N (2-chloro-6-amino-5-trifluoromethylpyridine), Cl (HCl), [OH-].[K+] (potassium hydroxide), [N+](=O)([O-])C1=C(C(=CC(=C1)[N+](=O)[O-])C(F)(F)F)Cl (2,4-dinitro-6-trifluoromethylchlorobenzene). Run in O (water), CN(C=O)C (dimethylformamide), CN(C=O)C (dimethylformamide). Reaction conditions: time 3 hour. Yields the product ClC1=NC(=C(C=C1)C(F)(F)F)NC1=C(C=C(C=C1C(F)(F)F)[N+](=O)[O-])[N+](=O)[O-] (N-(2-chloro-5-trifluoromethyl-6-pyridyl)-2,4-dinitro-6-trifluoromethylaniline). Reaction SMILES: [Cl:1][C:2]1[CH:7]=[CH:6][C:5]([C:8]([F:11])([F:10])[F:9])=[C:4]([NH2:12])[N:3]=1.[OH-].[K+].[N+:15]([C:18]1[CH:23]=[C:22]([N+:24]([O-:26])=[O:25])[CH:21]=[C:20]([C:27]([F:30])([F:29])[F:28])[C:19]=1Cl)([O-:17])=[O:16].Cl>O.CN(C)C=O>[Cl:1][C:2]1[CH:7]=[CH:6][C:5]([C:8]([F:11])([F:10])[F:9])=[C:4]([NH:12][C:19]2[C:20]([C:27]([F:29])([F:30])[F:28])=[CH:21][C:22]([N+:24]([O-:26])=[O:25])=[CH:23][C:18]=2[N+:15]([O-:17])=[O:16])[N:3]=1 |f:1.2|. Procedure: In 20 ml. of dimethylformamide, 1.8 g. of 2-chloro-6-amino-5-trifluoromethylpyridine was dissolved and 1.0 g. of powdery potassium hydroxide was gradually added with stirring. After the addition, a solution of 2.7 g. of 2,4-dinitro-6-trifluoromethylchlorobenzene in 10 ml. of dimethylformamide was added dropwise at room temperature and the reaction was continued for about 3 hours. The reaction mixture was acidified with conc. HCl and was poured into water. The precipitate was filtered and recryst... Reactants: CCOC(=O)Cn1ncc2c1CCCC2NS(=O)(=O)c1cnc(Cl)c(Br)c1, CC(=O)O, CN(C)C=O, [H-], [Na+], Oc1ccc(Cl)cc1. Yields the product CCOC(=O)Cn1ncc2c1CCCC2NS(=O)(=O)c1cnc(Oc2ccc(Cl)cc2)c(Br)c1. RXN SMILES: [CH2:1]([CH3:2])[O:3][C:4]([CH2:5][n:6]1[n:7][cH:8][c:9]2[c:14]1[CH2:13][CH2:12][CH2:11][CH:10]2[NH:15][S:16](=[O:17])(=[O:18])[c:19]1[cH:20][n:21][c:22]([Cl:26])[c:23]([Br:25])[cH:24]1)=[O:27].[CH3:38][C:39](=[O:40])[OH:41].[CH3:42][N:43]([CH3:44])[CH:45]=[O:46].[H-:28].[Na+:29].[OH:30][c:31]1[cH:32][cH:33][c:34]([Cl:35])[cH:36][cH:37]1>>[CH2:1]([CH3:2])[O:3][C:4]([CH2:5][n:6]1[n:7][cH:8][c:9]2[c:14]1[CH2:13][CH2:12][CH2:11][CH:10]2[NH:15][S:16](=[O:17])(=[O:18])[c:19]1[cH:20][n:21][c:22]([O:30][c:31]2[cH:32][cH:33][c:34]([Cl:35])[cH:36][cH:37]2)[c:23]([Br:25])[cH:24]1)=[O:27]. Starting materials: ClC=1N=C(C2=C(N1)SC=N2)NC2=CC(=C(C=C2)OC)OC (5-chloro-N-(3,4-dimethoxyphenyl)thiazolo[5,4-d]pyrimidin-7-amine), OCC=1C=C(C=CC1)B(O)O (3-(hydroxymethyl)phenylboronic acid), CC(C)C1=CC(=C(C(=C1)C(C)C)C2=C(C=CC=C2)P(C3CCCCC3)C4CCCCC4)C(C)C (X-Phos), C(=O)([O-])[O-].[Na+].[Na+] (Na2CO3). The reagents and catalysts are C=1C=CC(=CC1)/C=C/C(=O)/C=C/C2=CC=CC=C2.C=1C=CC(=CC1)/C=C/C(=O)/C=C/C2=CC=CC=C2.C=1C=CC(=CC1)/C=C/C(=O)/C=C/C2=CC=CC=C2.[Pd].[Pd] (Pd2(dba)3). Run in O1CCOCC1 (dioxane), O (H2O). Run at temperature 90 celsius, time 16 hour. The product is COC=1C=C(C=CC1OC)NC=1C2=C(N=C(N1)C=1C=C(C=CC1)CO)SC=N2 ((3-(7-(3,4-dimethoxyphenylamino)thiazolo[5,4-d]pyrimidin-5-yl)phenyl)methanol). Yield: 20.9%. As a reaction SMILES: Cl[C:2]1[N:3]=[C:4]([NH:11][C:12]2[CH:17]=[CH:16][C:15]([O:18][CH3:19])=[C:14]([O:20][CH3:21])[CH:13]=2)[C:5]2[N:10]=[CH:9][S:8][C:6]=2[N:7]=1.[OH:22][CH2:23][C:24]1[CH:25]=[C:26](B(O)O)[CH:27]=[CH:28][CH:29]=1.CC(C1C=C(C(C)C)C(C2C=CC=CC=2P(C2CCCCC2)C2CCCCC2)=C(C(C)C)C=1)C.C([O-])([O-])=O.[Na+].[Na+]>O1CCOCC1.O.C1C=CC(/C=C/C(/C=C/C2C=CC=CC=2)=O)=CC=1.C1C=CC(/C=C/C(/C=C/C2C=CC=CC=2)=O)=CC=1.C1C=CC(/C=C/C(/C=C/C2C=CC=CC=2)=O)=CC=1.[Pd].[Pd]>[CH3:21][O:20][C:14]1[CH:13]=[C:12]([NH:11][C:4]2[C:5]3[N:10]=[CH:9][S:8][C:6]=3[N:7]=[C:2]([C:28]3[CH:29]=[C:24]([CH2:23][OH:22])[CH:25]=[CH:26][CH:27]=3)[N:3]=2)[CH:17]=[CH:16][C:15]=1[O:18][CH3:19] |f:3.4.5,8.9.10.11.12|. Reported procedure: A mixture of 5-chloro-N-(3,4-dimethoxyphenyl)thiazolo[5,4-d]pyrimidin-7-amine (200 mg, 0.62 mmol), 3-(hydroxymethyl)phenylboronic acid (104 mg, 0.68 mmol), Pd2(dba)3 (71 mg, 0.12 mmol), X-Phos (118 mg, 0.25 mmol), Na2CO3 (131 mg, 1.2 mmol) in dioxane (20 mL) and H2O (5 mL) was heated to 90° C. with stirring for 16 h under N2. The solvent was removed in vacuo and the resulting mixture was purified by column chromatography (MeOH:DCM=1:80) to give (3-(7-(3,4-dimethoxyphenylamino)thiazolo[5,4-d]pyri... Starting materials: ClC=1C=C(C=C(C1)Cl)S (3,5-dichlorothiophenol), C([O-])([O-])=O.[K+].[K+] (potassium carbonate), C(C)OC(=O)C1=NN(C(=C1C=O)Cl)C(C)C (5-chloro-4-formyl-1-isopropyl-1H-pyrazole-3-carboxylic acid ethyl ester). Run in CN(C=O)C (dimethyl formamide). Conditions: temperature 60 celsius. The product is C(C)OC(=O)C1=NN(C(=C1C=O)SC1=CC(=CC(=C1)Cl)Cl)C(C)C (5-(3,5-dichlorophenylthio)-4-formyl-1-isopropyl-1H-pyrazole-3-carboxylic acid ethyl ester). Yield: 89.8%. As a reaction SMILES: [CH2:1]([O:3][C:4]([C:6]1[C:10]([CH:11]=[O:12])=[C:9](Cl)[N:8]([CH:14]([CH3:16])[CH3:15])[N:7]=1)=[O:5])[CH3:2].[Cl:17][C:18]1[CH:19]=[C:20]([SH:25])[CH:21]=[C:22]([Cl:24])[CH:23]=1.C(=O)([O-])[O-].[K+].[K+]>CN(C)C=O>[CH2:1]([O:3][C:4]([C:6]1[C:10]([CH:11]=[O:12])=[C:9]([S:25][C:20]2[CH:21]=[C:22]([Cl:24])[CH:23]=[C:18]([Cl:17])[CH:19]=2)[N:8]([CH:14]([CH3:16])[CH3:15])[N:7]=1)=[O:5])[CH3:2] |f:2.3.4|. Procedure: A solution containing 6 g of 5-chloro-4-formyl-1-isopropyl-1H-pyrazole-3-carboxylic acid ethyl ester in 10 ml of anhydrous dimethyl formamide was treated at room temperature with 5.28 g of 3,5-dichlorothiophenol and 4.07 g of potassium carbonate. The mixture was then heated at 60° C. for 1 h before being left to cool to room temperature. The solvent removed under reduced pressure and the residue partitioned between dichloromethane and water. The organic extract was washed with brine then dried o... The reactants are COc1ccc(I)nc1Br, C=C(C)B(O)O, CCOC(C)=O, COCCOC, CCO, [Na+], [Na+], O=C([O-])[O-], O, c1ccc(P(c2ccccc2)(c2ccccc2)[Pd](P(c2ccccc2)(c2ccccc2)c2ccccc2)(P(c2ccccc2)(c2ccccc2)c2ccccc2)P(c2ccccc2)(c2ccccc2)c2ccccc2)cc1. Yields the product C=C(C)c1ccc(OC)c(Br)n1. Reaction SMILES: [Br:7][c:8]1[n:9][c:10]([I:16])[cH:11][cH:12][c:13]1[O:14][CH3:15].[C:1](=[CH2:2])([CH3:3])[B:4]([OH:5])[OH:6].[CH3:110][CH2:111][O:112][C:113](=[O:114])[CH3:115].[CH3:24][O:25][CH2:26][CH2:27][O:28][CH3:29].[CH3:30][CH2:31][OH:32].[Na+:17].[Na+:18].[O-:19][C:20](=[O:21])[O-:22].[OH2:23].[cH:33]1[cH:34][cH:35][c:36]([P:37]([Pd:38]([P:39]([c:40]2[cH:41][cH:42][cH:43][cH:44][cH:45]2)([c:46]2[cH:47][cH:48][cH:49][cH:50][cH:51]2)[c:52]2[cH:53][cH:54][cH:55][cH:56][cH:57]2)([P:58]([c:59]2[cH:60][cH:61][cH:62][cH:63][cH:64]2)([c:65]2[cH:66][cH:67][cH:68][cH:69][cH:70]2)[c:71]2[cH:72][cH:73][cH:74][cH:75][cH:76]2)[P:77]([c:78]2[cH:79][cH:80][cH:81][cH:82][cH:83]2)([c:84]2[cH:85][cH:86][cH:87][cH:88][cH:89]2)[c:90]2[cH:91][cH:92][cH:93][cH:94][cH:95]2)([c:96]2[cH:97][cH:98][cH:99][cH:100][cH:101]2)[c:102]2[cH:103][cH:104][cH:105][cH:106][cH:107]2)[cH:108][cH:109]1>>[C:1](=[CH2:2])([CH3:3])[c:10]1[n:9][c:8]([Br:7])[c:13]([O:14][CH3:15])[cH:12][cH:11]1. Product: CC1(c2cccc(Cn3ncc([N+](=O)[O-])n3)c2)OCCO1. The reactants are CC1(c2cccc(COS(C)(=O)=O)c2)OCCO1, CCN(C(C)C)C(C)C, O=[N+]([O-])c1cn[nH]n1, N#N, CN(C)C=O, O. Reaction SMILES: [CH3:20][C:21]1([c:26]2[cH:27][c:28]([CH2:29][O:30][S:31]([CH3:32])(=[O:33])=[O:34])[cH:35][cH:36][cH:37]2)[O:22][CH2:23][CH2:24][O:25]1.[CH:11]([N:12]([CH2:13][CH3:14])[CH:15]([CH3:16])[CH3:17])([CH3:18])[CH3:19].[N+:3](=[O:4])([O-:5])[c:6]1[n:7][nH:8][n:9][cH:10]1.[N:1]#[N:2].[O:38]=[CH:39][N:40]([CH3:41])[CH3:42].[OH2:43]>>[N+:3](=[O:4])([O-:5])[c:6]1[n:7][n:8]([CH2:29][c:28]2[cH:27][c:26]([C:21]3([CH3:20])[O:22][CH2:23][CH2:24][O:25]3)[cH:37][cH:36][cH:35]2)[n:9][cH:10]1. Reactants: CC(C)(C)Oc1nccnc1C=O, CC(=O)O[BH-](OC(C)=O)OC(C)=O, CCOC(C)=O, ClCCl, Cl, O=C(Cc1ccccc1C(F)(F)F)C1CCNCC1, [Na+], [Na+], [OH-]. Product: CC(C)(C)Oc1nccnc1CN1CCC(C(=O)Cc2ccccc2C(F)(F)F)CC1. As a reaction SMILES: [C:21]([CH3:22])([CH3:23])([CH3:24])[O:25][c:26]1[c:27]([CH:32]=[O:33])[n:28][cH:29][cH:30][n:31]1.[C:34]([O:35][BH-:36]([O:37][C:38](=[O:39])[CH3:40])[O:41][C:42](=[O:43])[CH3:44])(=[O:45])[CH3:46].[CH3:53][CH2:54][O:55][C:56](=[O:57])[CH3:58].[Cl:50][CH2:51][Cl:52].[ClH:1].[NH:2]1[CH2:3][CH2:4][CH:5]([C:8]([CH2:9][c:10]2[c:11]([C:16]([F:17])([F:18])[F:19])[cH:12][cH:13][cH:14][cH:15]2)=[O:20])[CH2:6][CH2:7]1.[Na+:47].[Na+:49].[OH-:48]>>[N:2]1([CH2:32][c:27]2[c:26]([O:25][C:21]([CH3:22])([CH3:23])[CH3:24])[n:31][cH:30][cH:29][n:28]2)[CH2:3][CH2:4][CH:5]([C:8]([CH2:9][c:10]2[c:11]([C:16]([F:17])([F:18])[F:19])[cH:12][cH:13][cH:14][cH:15]2)=[O:20])[CH2:6][CH2:7]1.